Dataset: the Open Reaction Database (ORD), a public repository of structured organic reaction records. Task: describe an organic reaction: reactants, conditions, products, and yield Reactants: C(C(=O)O)(=O)O (oxalic acid), O.O.C(C(=O)O)(=O)O (oxalic acid di-hydrate), CN(CCC1=CNC2=CC=C(C=C12)C=O)C (3-(2-Dimethylamino-ethyl)-1H-indole-5-carbaldehyde). Reaction SMILES: O.O.[C:3](O)(=O)[C:4]([OH:6])=[O:5].[CH3:9][N:10]([CH3:24])[CH2:11][CH2:12][C:13]1[C:21]2[C:16](=[CH:17][CH:18]=[C:19]([CH:22]=[O:23])[CH:20]=2)[NH:15][CH:14]=1.C(O)(=O)[C:26]([OH:28])=[O:27]>C(O)C>[CH:22]([C:19]1[CH:20]=[C:21]2[C:16](=[CH:17][CH:18]=1)[NH:15][CH:14]=[C:13]2[CH2:12][CH2:11][NH+:10]([CH3:9])[CH3:24])=[O:23].[C:26]([CH2:3][C:4]([O-:6])=[O:5])([OH:28])=[O:27] |f:0.1.2,6.7|. Procedure details: A solution of oxalic acid di-hydrate (2.91 g, 23.12 mmol) in ethanol (15 ml) is added slowly to a refluxing solution of 3-(2-Dimethylamino-ethyl)-1H-indole-5-carbaldehyde (5.0 g, 23.12 mmol) in ethanol (15 ml). On addition of ca. 70% of the oxalic acid solution, crystallization of the product as a microcrystalline solid starts. The salt is filtered off, washed twice with ethanol/ether (1:1 v:v, 15 ml each portion) and ether (30 ml) and dried to give 6.45 g (91.1%) of a cream coloured very fine l... Run in C(C)O (ethanol), C(C)O (ethanol). Product: C(=O)C=1C=C2C(=CNC2=CC1)CC[NH+](C)C.C(=O)(O)CC(=O)[O-] (Carboxy-methanecarboxylate [2-(5-formyl-1H-indol-3-yl)-ethyl]-dimethyl-ammonium). The reactants are COCCCN1CCOc2ccc(COC3CN(C(=O)OCc4ccccc4)CCC3c3ccc(OCCNC(=O)Cc4ccccc4F)cc3)cc21, C1CCOC1. The product is COCCCN1CCOc2ccc(COC3CN(C(=O)OCc4ccccc4)CCC3c3ccc(OCCNCCc4ccccc4F)cc3)cc21. RXN SMILES: [F:1][c:2]1[c:3]([CH2:8][C:9](=[O:10])[NH:11][CH2:12][CH2:13][O:14][c:15]2[cH:16][cH:17][c:18]([CH:21]3[CH:22]([O:37][CH2:38][c:39]4[cH:40][cH:41][c:42]5[c:43]([cH:53]4)[N:44]([CH2:48][CH2:49][CH2:50][O:51][CH3:52])[CH2:45][CH2:46][O:47]5)[CH2:23][N:24]([C:27](=[O:28])[O:29][CH2:30][c:31]4[cH:32][cH:33][cH:34][cH:35][cH:36]4)[CH2:25][CH2:26]3)[cH:19][cH:20]2)[cH:4][cH:5][cH:6][cH:7]1.[O:54]1[CH2:55][CH2:56][CH2:57][CH2:58]1>>[F:1][c:2]1[c:3]([CH2:8][CH2:9][NH:11][CH2:12][CH2:13][O:14][c:15]2[cH:16][cH:17][c:18]([CH:21]3[CH:22]([O:37][CH2:38][c:39]4[cH:40][cH:41][c:42]5[c:43]([cH:53]4)[N:44]([CH2:48][CH2:49][CH2:50][O:51][CH3:52])[CH2:45][CH2:46][O:47]5)[CH2:23][N:24]([C:27](=[O:28])[O:29][CH2:30][c:31]4[cH:32][cH:33][cH:34][cH:35][cH:36]4)[CH2:25][CH2:26]3)[cH:19][cH:20]2)[cH:4][cH:5][cH:6][cH:7]1. Reactants: Br.ClC=1C2=C(C=3N(N1)C(=NN3)N)CCC2 (6-chloro-8,9-dihydro-7H-cyclopenta[d][1,2,4]triazolo[4,3-b]pyridazin-3-ylamine hydrobromide), alkoxide, C1(CC1)CO (Cyclopropylmethanol), [H-].[Na+] (sodium hydride), O (water). Solvent: CN(C)C=O (DMF), CN(C)C=O (DMF). Run at temperature 45 celsius, time 0.5 hour. Yields the product C1(CC1)COC=1C2=C(C=3N(N1)C(=NN3)N)CCC2 (6-Cyclopropylmethoxy-8,9-dihydro-7H-cyclopenta[d][1,2,4]triazolo[4,3-b]pyridazin-3-ylamine). RXN SMILES: [CH:1]1([CH2:4][OH:5])[CH2:3][CH2:2]1.[H-].[Na+].Br.Cl[C:10]1[C:11]2[CH2:22][CH2:21][CH2:20][C:12]=2[C:13]2[N:14]([C:16]([NH2:19])=[N:17][N:18]=2)[N:15]=1.O>CN(C=O)C>[CH:1]1([CH2:4][O:5][C:10]2[C:11]3[CH2:22][CH2:21][CH2:20][C:12]=3[C:13]3[N:14]([C:16]([NH2:19])=[N:17][N:18]=3)[N:15]=2)[CH2:3][CH2:2]1 |f:1.2,3.4|. Reported procedure: Cyclopropylmethanol (1.78 ml) was initially charged in DMF (25 ml). Subsequently, the mixture was admixed with sodium hydride (541 mg) under argon and stirred at 45° C. for 0.5 h. Subsequently, 6-chloro-8,9-dihydro-7H-cyclopenta[d][1,2,4]triazolo[4,3-b]pyridazin-3-ylamine hydrobromide (W2.017, 1.31 g) was dissolved in DMF (20 ml) and 11.25 ml of the alkoxide solution were added in portions at 45° C. over 90 min. Then the mixture was stirred at 45° C. for another hour. After adding a little water... Starting materials: C(=O)(O)[O-].[Na+] (NaHCO3), C1(=CC=CC=C1)[C@@H]1[C@@H](CCCC1)N (cis-2-phenylcyclohexyl amine), [H-].[Na+] (NaH), ClC(Cl)(OC(OC(Cl)(Cl)Cl)=O)Cl (triphosgene), N12CC(C(CC1)CC2)CO (1-azabicyclo[2.2.2]oct-3-yl methanol). The solvent is C(Cl)Cl (DCM), C(Cl)Cl (DCM), C1CCOC1 (THF), C(\C=C\C(=O)O)(=O)O (fumaric acid), CCO (EtOH), CCOC(=O)C (EtOAc), C(Cl)Cl (DCM), N1=CC=CC=C1 (pyridine). Reaction conditions: time 40 minute. Product: C(\C=C\C(=O)O)(=O)O.C1(=CC=CC=C1)[C@@H]1[C@@H](CCCC1)NC(OCC1CN2CCC1CC2)=O (1-azabicyclo[2.2.2]oct-3-ylmethyl rel-[(1R,2R)-2-phenylcyclohexyl]carbamate fumarate). RXN SMILES: Cl[C:2](Cl)([O:4][C:5](=[O:11])[O:6]C(Cl)(Cl)Cl)Cl.[C:13]1([C@H:19]2[CH2:24][CH2:23][CH2:22][CH2:21][C@H:20]2[NH2:25])[CH:18]=[CH:17][CH:16]=[CH:15][CH:14]=1.[H-].[Na+].[N:28]12[CH2:35][CH2:34][CH:31]([CH2:32][CH2:33]1)[CH:30]([CH2:36][OH:37])[CH2:29]2.C([O-])(O)=[O:39].[Na+]>C(Cl)Cl.C1COCC1.C(O)(=O)/C=C/C(O)=O.CCO.CCOC(C)=O.N1C=CC=CC=1>[C:5]([OH:6])(=[O:11])/[CH:31]=[CH:30]/[C:36]([OH:37])=[O:39].[C:13]1([C@H:19]2[CH2:24][CH2:23][CH2:22][CH2:21][C@H:20]2[NH:25][C:5](=[O:11])[O:4][CH2:2][CH:30]2[CH:31]3[CH2:34][CH2:35][N:28]([CH2:33][CH2:32]3)[CH2:29]2)[CH:18]=[CH:17][CH:16]=[CH:15][CH:14]=1 |f:2.3,5.6,13.14|. Procedure: To a solution of triphosgene (362 mg) in DCM (3 mL) was added pyridine (162 mg) at 0° C., and subsequently a solution of cis-2-phenylcyclohexyl amine (300 mg) in DCM (3 mL) was added dropwise thereto, followed by stirring at room temperature for 40 minutes. To a suspension of 60% oily NaH (110 mg) in THF (1.5 mL) was added 1-azabicyclo[2.2.2]oct-3-yl methanol (363 mg) at 0° C., followed by stirring at room temperature for 20 minutes, and to the mixture was added dropwise the above-described DCM ... The reactants are FC=1C=CC(=C(C(=O)O)C1)C (5-fluoro-2-methyl benzoic acid), C(C(=O)Cl)(=O)Cl (oxalyl chloride). Reagents/catalysts: CN(C=O)C (dimethylformamide). Solvent: ClCCl (dichloromethane). Yields the product FC=1C=CC(=C(C(=O)Cl)C1)C (5-Fluoro-2-methyl benzoylchloride). RXN SMILES: [F:1][C:2]1[CH:3]=[CH:4][C:5]([CH3:11])=[C:6]([CH:10]=1)[C:7](O)=[O:8].C(Cl)(=O)C([Cl:15])=O>ClCCl.CN(C)C=O>[F:1][C:2]1[CH:3]=[CH:4][C:5]([CH3:11])=[C:6]([CH:10]=1)[C:7]([Cl:15])=[O:8]. Procedure details: A suspension of 5-fluoro-2-methyl benzoic acid (2.31 g, 15.0 mmol) in dichloromethane (30 mL) containing a few drops of dimethylformamide was treated dropwise under nitrogen with oxalyl chloride (1.6 mL, 18.3 mmol). After gas evolution subsided, the reaction mixture was refluxed for an additional 10 minutes, and then evaporated to dryness. The crude acid chloride was used as such in the next step. The reactants are [N+](=O)([O-])C1=CC=C(C(=O)Cl)C=C1 (4-nitrobenzoyl chloride), Br.NCCBr (2-aminoethyl bromide hydrobromide), N1=CC=CC=C1 (pyridine). Procedure: In 30 ml of chloroform were added 3 g of 4-nitrobenzoyl chloride, 3.3 g of 2-aminoethyl bromide hydrobromide and 3.9 ml of pyridine under ice cooling, and they were stirred at the same temperature for 1 hour. The reaction mixture was then washed with water, and the resulting organic layer was concentrated to obtain a crude product of 2-(4-nitrobenzoylamino)ethyl bromide. Afterward, the latter was recrystallized from hexane/ethanol, the resulting crystals were collected by filtration, washed and ... The solvent is C(Cl)(Cl)Cl (chloroform). RXN SMILES: [N+:1]([C:4]1[CH:12]=[CH:11][C:7]([C:8](Cl)=[O:9])=[CH:6][CH:5]=1)([O-:3])=[O:2].Br.[NH2:14][CH2:15][CH2:16][Br:17].N1C=CC=CC=1>C(Cl)(Cl)Cl>[N+:1]([C:4]1[CH:12]=[CH:11][C:7]([C:8]([NH:14][CH2:15][CH2:16][Br:17])=[O:9])=[CH:6][CH:5]=1)([O-:3])=[O:2] |f:1.2|. Reaction conditions: time 1 hour. The product is crude product, [N+](=O)([O-])C1=CC=C(C(=O)NCCBr)C=C1 (2-(4-nitrobenzoylamino)ethyl bromide).